This data is from the Open Reaction Database (ORD), a public repository of structured organic reaction records. The task is: describe an organic reaction: reactants, conditions, products, and yield Starting materials: Clc1ccc2c(Cl)ccnc2c1, Oc1ccc(F)cc1, c1cc(N2CCCC2)ccn1, Cc1ccccc1C. The product is Fc1ccc(Oc2ccnc3cc(Cl)ccc23)cc1. As a reaction SMILES: [Cl:1][c:2]1[cH:3][cH:4][n:5][c:6]2[cH:7][c:8]([Cl:12])[cH:9][cH:10][c:11]12.[F:13][c:14]1[cH:15][cH:16][c:17]([OH:20])[cH:18][cH:19]1.[N:21]1([c:22]2[cH:23][cH:24][n:25][cH:26][cH:27]2)[CH2:28][CH2:29][CH2:30][CH2:31]1.[c:32]1([CH3:33])[c:34]([CH3:35])[cH:36][cH:37][cH:38][cH:39]1>>[c:2]1([O:20][c:17]2[cH:16][cH:15][c:14]([F:13])[cH:19][cH:18]2)[cH:3][cH:4][n:5][c:6]2[cH:7][c:8]([Cl:12])[cH:9][cH:10][c:11]12.